From a dataset of the Open Reaction Database (ORD), a public repository of structured organic reaction records. describe an organic reaction: reactants, conditions, products, and yield Starting materials: solution, Cl (hydrochloric acid), CC1=C(OC[C@@H]2CN(CCC2)C)C(=CC=C1)C ((S)-3-(2,6-dimethylphenoxymethyl)-1-methylpiperidine). Run in CCOCC (ether), CCOCC (ether). The product is Cl.CC1=C(OC[C@@H]2CN(CCC2)C)C(=CC=C1)C ((S)-3-(2,6-dimethylphenoxymethyl)-1-methylpiperidine hydrochloride). Yield: 93.0%. RXN SMILES: [CH3:1][C:2]1[CH:16]=[CH:15][CH:14]=[C:13]([CH3:17])[C:3]=1[O:4][CH2:5][C@H:6]1[CH2:11][CH2:10][CH2:9][N:8]([CH3:12])[CH2:7]1.[ClH:18]>CCOCC>[ClH:18].[CH3:1][C:2]1[CH:16]=[CH:15][CH:14]=[C:13]([CH3:17])[C:3]=1[O:4][CH2:5][C@H:6]1[CH2:11][CH2:10][CH2:9][N:8]([CH3:12])[CH2:7]1 |f:3.4|. Reported procedure: The (S)-3-(2,6-dimethylphenoxymethyl)-1-methylpiperidine (8.0 g) was dissolved in ether (500 mL) and treated with a 1 M solution of hydrochloric acid in ether (37.7 mL). The thick white precipitate was isolated by filtration, washed with ether (75 mL), and dried to give (S)-3-(2,6-dimethylphenoxymethyl)-1-methylpiperidine hydrochloride (8.6 g, 93%), m.p. 149.8-151.3° C. The reactants are O=C(O)C1CCCN1C(=O)OCc1ccccc1, CC(C)COC(=O)Cl, CN1CCOCC1, COC(=O)CCN, CN(C)C=O, Cl. Product: COC(=O)CCNC(=O)C1CCCN1C(=O)OCc1ccccc1. Reaction SMILES: [CH2:1]([c:2]1[cH:3][cH:4][cH:5][cH:6][cH:7]1)[O:8][C:9](=[O:10])[N:11]1[CH:12]([C:13](=[O:14])[OH:15])[CH2:16][CH2:17][CH2:18]1.[CH2:26]([O:27][C:28]([Cl:29])=[O:30])[CH:31]([CH3:32])[CH3:33].[CH3:19][N:20]1[CH2:21][CH2:22][O:23][CH2:24][CH2:25]1.[CH3:35][O:36][C:37]([CH2:38][CH2:39][NH2:40])=[O:41].[CH3:42][N:43]([CH3:44])[CH:45]=[O:46].[ClH:34]>>[CH2:1]([c:2]1[cH:3][cH:4][cH:5][cH:6][cH:7]1)[O:8][C:9](=[O:10])[N:11]1[CH:12]([C:13](=[O:15])[NH:40][CH2:39][CH2:38][C:37]([O:36][CH3:35])=[O:41])[CH2:16][CH2:17][CH2:18]1. The reactants are CC(C)(C)OC(=O)N1CC(CO)C(C(C)(C)O[SiH2]C(C)(C)C)C1, ClCCl. The product is CC(C)(C)OC(=O)N1CC(C=O)C(C(C)(C)O[SiH2]C(C)(C)C)C1. Reaction SMILES: [C:1]([CH3:2])([CH3:3])([CH3:4])[O:5][C:6](=[O:7])[N:8]1[CH2:9][CH:10]([C:15]([O:16][SiH2:17][C:18]([CH3:19])([CH3:20])[CH3:21])([CH3:22])[CH3:23])[CH:11]([CH2:13][OH:14])[CH2:12]1.[Cl:24][CH2:25][Cl:26]>>[C:1]([CH3:2])([CH3:3])([CH3:4])[O:5][C:6](=[O:7])[N:8]1[CH2:9][CH:10]([C:15]([O:16][SiH2:17][C:18]([CH3:19])([CH3:20])[CH3:21])([CH3:22])[CH3:23])[CH:11]([CH:13]=[O:14])[CH2:12]1. Starting materials: C[O-], CO, O=c1ccc2ccc(Cl)nc2[nH]1, [Na+]. Product: COc1ccc2ccc(=O)[nH]c2n1. RXN SMILES: [CH3:13][O-:14].[CH3:16][OH:17].[Cl:1][c:2]1[cH:3][cH:4][c:5]2[cH:6][cH:7][c:8](=[O:12])[nH:9][c:10]2[n:11]1.[Na+:15]>>[c:2]1([O:14][CH3:13])[cH:3][cH:4][c:5]2[cH:6][cH:7][c:8](=[O:12])[nH:9][c:10]2[n:11]1.